describe an organic reaction: reactants, conditions, products, and yield From a dataset of the Open Reaction Database (ORD), a public repository of structured organic reaction records. Starting materials: O=C([O-])[O-], CC(C)CCBr, CC(C)=O, [K+], [K+], Cc1ccc(O)cc1[N+](=O)[O-]. Yields the product Cc1ccc(OCCC(C)C)cc1[N+](=O)[O-]. RXN SMILES: [C:18](=[O:19])([O-:20])[O-:21].[CH2:12]([CH2:13][CH:14]([CH3:15])[CH3:16])[Br:17].[CH3:24][C:25](=[O:26])[CH3:27].[K+:22].[K+:23].[N+:1](=[O:2])([O-:3])[c:4]1[cH:5][c:6]([OH:11])[cH:7][cH:8][c:9]1[CH3:10]>>[N+:1](=[O:2])([O-:3])[c:4]1[cH:5][c:6]([O:11][CH2:12][CH2:13][CH:14]([CH3:15])[CH3:16])[cH:7][cH:8][c:9]1[CH3:10]. Reactants: CCCC(C(=O)OC)c1c(C)nc2c(C)c(C(C)(C)C)nn2c1-c1ccc(C)cc1, CO, [Na+], [OH-]. The product is CCCC(C(=O)O)c1c(C)nc2c(C)c(C(C)(C)C)nn2c1-c1ccc(C)cc1. Reaction SMILES: [C:1]([CH3:2])([CH3:3])([CH3:4])[c:5]1[n:6][n:7]2[c:8]([n:9][c:10]([CH3:28])[c:11]([CH:20]([C:21](=[O:22])[O:23][CH3:24])[CH2:25][CH2:26][CH3:27])[c:12]2-[c:13]2[cH:14][cH:15][c:16]([CH3:19])[cH:17][cH:18]2)[c:29]1[CH3:30].[CH3:33][OH:34].[Na+:32].[OH-:31]>>[C:1]([CH3:2])([CH3:3])([CH3:4])[c:5]1[n:6][n:7]2[c:8]([n:9][c:10]([CH3:28])[c:11]([CH:20]([C:21](=[O:22])[OH:23])[CH2:25][CH2:26][CH3:27])[c:12]2-[c:13]2[cH:14][cH:15][c:16]([CH3:19])[cH:17][cH:18]2)[c:29]1[CH3:30]. Reactants: FC1=CC=C(C=C1)NC(=O)C1=NNC=C1N (4-amino-1H-pyrazole-3-carboxylic acid (4-fluoro-phenyl)-amide), O.[O-2].[O-2].[O-2].O=[Si]=O.O=[Si]=O.O=[Si]=O.O=[Si]=O.[Al+3].[Al+3] (Montmorillonite KSF). Solvent: C(C(=O)C)CC(C)=O (acetonylacetone), CO.ClCCl (methanol dichloromethane). Run at temperature 120 celsius. Yields the product FC1=CC=C(C=C1)NC(=O)C1=NNC=C1N1C(=CC=C1C)C (4-(2,5-Dimethyl-pyrrol-1-yl)-1H-pyrazole-3-carboxylic acid (4-fluoro-phenyl)-amide). Reaction SMILES: [F:1][C:2]1[CH:7]=[CH:6][C:5]([NH:8][C:9]([C:11]2[C:15]([NH2:16])=[CH:14][NH:13][N:12]=2)=[O:10])=[CH:4][CH:3]=1.O.[O-2].[O-2].[O-2].O=[Si]=O.O=[Si]=O.O=[Si]=O.O=[Si]=O.[Al+3].[Al+3]>C(CC(=O)C)C(C)=O.CO.ClCCl>[F:1][C:2]1[CH:3]=[CH:4][C:5]([NH:8][C:9]([C:11]2[C:15]([N:16]3[C:4]([CH3:5])=[CH:3][CH:2]=[C:7]3[CH3:6])=[CH:14][NH:13][N:12]=2)=[O:10])=[CH:6][CH:7]=1 |f:1.2.3.4.5.6.7.8.9.10,12.13|. Procedure: A mixture of 4-amino-1H-pyrazole-3-carboxylic acid (4-fluoro-phenyl)-amide (100 mg) and Montmorillonite KSF clay (100 mg) in acetonylacetone (1 ml) was heated at 120° C. (50 W) for 15 minutes in a CEM discover microwave synthesiser. The reaction mixture was diluted with 5% methanol/dichloromethane, filtered and evaporated. The crude product was purified by flash column chromatography eluting with 1:2 ethyl acetate/hexane, and the product containing fractions were combined and evaporated to give ... The reactants are C(C1=CC=CC=C1)C=1OC2=C(C1C1=CC=C(C=C1)C1=CC=C(C=C1)O)C=CC=C2 (4′-(2-benzyl-benzofuran-3-yl)-biphenyl-4-ol), ClS(=O)(=O)C=1C=CC(=C(C(=O)O)C1)O (5-chlorosulfonyl-2-hydroxy-benzoic acid). Product: C(C1=CC=CC=C1)C=1OC2=C(C1C1=CC=C(C=C1)C1=CC=C(C=C1)OS(=O)(=O)C=1C=CC(=C(C(=O)O)C1)O)C=CC=C2 (5-[4′-(2-Benzyl-benzofuran-3-yl)-biphenyl-4-yloxysulfonyl]-2-hydroxy-benzoic acid). As a reaction SMILES: [CH2:1]([C:8]1[O:9][C:10]2[CH:29]=[CH:28][CH:27]=[CH:26][C:11]=2[C:12]=1[C:13]1[CH:18]=[CH:17][C:16]([C:19]2[CH:24]=[CH:23][C:22]([OH:25])=[CH:21][CH:20]=2)=[CH:15][CH:14]=1)[C:2]1[CH:7]=[CH:6][CH:5]=[CH:4][CH:3]=1.Cl[S:31]([C:34]1[CH:35]=[CH:36][C:37]([OH:43])=[C:38]([CH:42]=1)[C:39]([OH:41])=[O:40])(=[O:33])=[O:32]>>[CH2:1]([C:8]1[O:9][C:10]2[CH:29]=[CH:28][CH:27]=[CH:26][C:11]=2[C:12]=1[C:13]1[CH:18]=[CH:17][C:16]([C:19]2[CH:24]=[CH:23][C:22]([O:25][S:31]([C:34]3[CH:35]=[CH:36][C:37]([OH:43])=[C:38]([CH:42]=3)[C:39]([OH:41])=[O:40])(=[O:33])=[O:32])=[CH:21][CH:20]=2)=[CH:15][CH:14]=1)[C:2]1[CH:3]=[CH:4][CH:5]=[CH:6][CH:7]=1. Procedure: The title compound was prepared from of 4′-(2-benzyl-benzofuran-3-yl)-biphenyl-4-ol and 5-chlorosulfonyl-2-hydroxy-benzoic acid, in substantially the same manner, as described in Example 1 step g, and was obtained as a white solid, mp 171-173° C.; MS m/e 575 (M-H)+; As a reaction SMILES: [CH2:1]([c:2]1[cH:3][cH:4][cH:5][cH:6][cH:7]1)[N:8]1[CH2:9][C:10]([CH3:20])([CH3:21])[CH:11]([NH:14][C:15](=[O:16])[O:17][CH2:18][CH3:19])[CH2:12][CH2:13]1.[CH3:22][OH:23].[H:24][H:25].[OH-:26].[OH-:27].[Pd+2:28]>>[NH:8]1[CH2:9][C:10]([CH3:20])([CH3:21])[CH:11]([NH:14][C:15](=[O:16])[O:17][CH2:18][CH3:19])[CH2:12][CH2:13]1. Starting materials: CCOC(=O)NC1CCN(Cc2ccccc2)CC1(C)C, CO, [H][H], [OH-], [OH-], [Pd+2]. The product is CCOC(=O)NC1CCNCC1(C)C. The reactants are ClC1=CN=C(S1)C=CN(C)C ([2-(5-Chloro-thiazol-2-yl)-vinyl]-dimethyl-amine), [N+](=O)([O-])[O-].COC=1C=C(C=C(C1OC)OC)NC(=[NH2+])N (N-(3,4,5 trimethoxyphenyl)guanidinium nitrate), C(C)(C)O (isopropanol), [OH-].[Na+] (sodium hydroxide). Yields the product ClC1=CN=C(S1)C1=NC(=NC=C1)NC1=CC(=C(C(=C1)OC)OC)OC ([4-(5-Chloro-thiazol-2-yl)-pyrimidin-2-yl]-(3,4,5-trimethoxy-phenyl)-amine). The yield is 35.0%. Reaction SMILES: [Cl:1][C:2]1[S:6][C:5]([CH:7]=[CH:8]N(C)C)=[N:4][CH:3]=1.[N+]([O-])([O-])=O.[CH3:16][O:17][C:18]1[CH:19]=[C:20]([NH:28][C:29]([NH2:31])=[NH2+:30])[CH:21]=[C:22]([O:26][CH3:27])[C:23]=1[O:24][CH3:25].[OH-].[Na+].[CH:34](O)(C)C>>[Cl:1][C:2]1[S:6][C:5]([C:7]2[CH:8]=[CH:34][N:31]=[C:29]([NH:28][C:20]3[CH:21]=[C:22]([O:26][CH3:27])[C:23]([O:24][CH3:25])=[C:18]([O:17][CH3:16])[CH:19]=3)[N:30]=2)=[N:4][CH:3]=1 |f:1.2,3.4|. Reported procedure: To a solution of [2-(5-Chloro-thiazol-2-yl)-vinyl]-dimethyl-amine (450 mg) in isopropanol (10 ml) was added N-(3,4,5 trimethoxyphenyl)guanidinium nitrate (560 mg) (prepared using a procedure similar to that described in WO9719065) and sodium hydroxide (80 mg). The resulting mixture was heated to reflux for 6 hours, then cooled to ambient and concentrated. The mixture was diluted with water (20 ml) and extracted with ethylacetate (20 ml), the organic phase was removed, washed with water, brine, d... Reactants: BrC=1C(=NC(=NC1)NC=1C=CC(=NC1)S(=O)(=O)N)O (5-(5-bromo-4-hydroxy-pyrimidin-2-ylamino)-pyridine-2-sulfonic acid amide), C(C)N(C1=CC=CC=C1)CC (N,N-diethylaniline), P(=O)(Cl)(Cl)Cl (phosphorus oxychloride). Conditions: time 30 minute. Product: BrC=1C(=NC(=NC1)NC=1C=CC(=NC1)S(=O)(=O)N)Cl (5-(5-bromo-4-chloro-pyrimidin-2-ylamino)-pyridine-2-sulfonic acid amide). Reaction SMILES: [Br:1][C:2]1[C:3](O)=[N:4][C:5]([NH:8][C:9]2[CH:10]=[CH:11][C:12]([S:15]([NH2:18])(=[O:17])=[O:16])=[N:13][CH:14]=2)=[N:6][CH:7]=1.C(N(CC)C1C=CC=CC=1)C.P(Cl)(Cl)([Cl:33])=O>>[Br:1][C:2]1[C:3]([Cl:33])=[N:4][C:5]([NH:8][C:9]2[CH:10]=[CH:11][C:12]([S:15]([NH2:18])(=[O:17])=[O:16])=[N:13][CH:14]=2)=[N:6][CH:7]=1. Reported procedure: 175 mg (0.5 mmol) of 5-(5-bromo-4-hydroxy-pyrimidin-2-ylamino)-pyridine-2-sulfonic acid amide is refluxed with 20 mg of N,N-diethylaniline in 2 ml of phosphorus oxychloride for 3 hours. Then, it is cooled, poured onto ice and stirred for 30 minutes. The precipitated crystals are suctioned off, washed with water and acetonitrile and dried at 50° C. in a vacuum. Yield: 155 mg (85% of theory) of 5-(5-bromo-4-chloro-pyrimidin-2-ylamino)-pyridine-2-sulfonic acid amide.